describe an organic reaction: reactants, conditions, products, and yield From a dataset of the Open Reaction Database (ORD), a public repository of structured organic reaction records. The reactants are C(C)OC(=O)C=CC=1C2=C(OC1C)C(=CC=C2)[N+](=O)[O-] (3-(2-ethoxycarbonylethenyl)-2-methyl-7-nitrobenzo[b]furan). The reagents and catalysts are [Pd] (Palladium on carbon). Solvent: O1CCOCC1 (dioxane), C(C)O (ethanol). Run at time 3 hour. The product is NC1=CC=CC2=C1OC(=C2CCC(=O)OCC)C (7-amino-3-(2-ethoxycarbonylethyl)-2-methylbenzo[b]furan). Isolated yield 103.4%. Reaction SMILES: [CH2:1]([O:3][C:4]([CH:6]=[CH:7][C:8]1[C:9]2[CH:17]=[CH:16][CH:15]=[C:14]([N+:18]([O-])=O)[C:10]=2[O:11][C:12]=1[CH3:13])=[O:5])[CH3:2]>[Pd].O1CCOCC1.C(O)C>[NH2:18][C:14]1[C:10]2[O:11][C:12]([CH3:13])=[C:8]([CH2:7][CH2:6][C:4]([O:3][CH2:1][CH3:2])=[O:5])[C:9]=2[CH:17]=[CH:16][CH:15]=1. Reported procedure: 10%-Palladium on carbon (30 mg) was added to a solution of 3-(2-ethoxycarbonylethenyl)-2-methyl-7-nitrobenzo[b]furan (210 mg) in a mixture of dioxane (3 ml) and ethanol (1 ml). The mixture was hydrogenated at 3 atoms for 3 hours and the catalyst was filtered off. The filtrate was concentrated in vacuo to give 7-amino-3-(2-ethoxycarbonylethyl)-2-methylbenzo[b]furan (195 mg). Yields the product FC1=C(C(=O)C(C(=O)OCC)=COCC)C(=C(C(=C1)F)F)C (Ethyl 2-(2,4,5-trifluoro-6-methylbenzoyl)-3-ethoxyacrylate). As a reaction SMILES: [F:1][C:2]1[CH:15]=[C:14]([F:16])[C:13]([F:17])=[C:12]([CH3:18])[C:3]=1[C:4]([O:6]C(=O)CC=O)=O.[CH:19]([O:26]CC)([O:23][CH2:24][CH3:25])OCC.[C:29]([O:32][C:33](=O)[CH3:34])(=O)[CH3:30]>>[F:1][C:2]1[CH:15]=[C:14]([F:16])[C:13]([F:17])=[C:12]([CH3:18])[C:3]=1[C:4]([C:30](=[CH:29][O:32][CH2:33][CH3:34])[C:19]([O:23][CH2:24][CH3:25])=[O:26])=[O:6]. Reported procedure: A solution of 7.1 g (27 mmol) of ethyl (3-2 (2,4,5-trifluoro-6-methylbenzoyl)-β-oxopropanoate, 6.8 g (41 mmol) of triethyl orthoformate and 60 mL of acetic anhydride was refluxed for 3 hours, cooled to room temperature, and concentrated to give 8.4 g of the title compound. The crude material was used as is in the next step. The reactants are FC1=C(C(=O)OC(CC=O)=O)C(=C(C(=C1)F)F)C ((2,4,5-trifluoro-6-methylbenzoyl)-β-oxopropanoate), C(OCC)(OCC)OCC (triethyl orthoformate), C(C)(=O)OC(C)=O (acetic anhydride). Reactants: CCO, C1CCOC1, CCOC(=O)C(=NOC)c1csc(=O)s1, O. The product is CON=C(C(=O)O)c1csc(=O)s1. As a reaction SMILES: [CH3:21][CH2:22][OH:23].[O:16]1[CH2:17][CH2:18][CH2:19][CH2:20]1.[O:1]=[c:2]1[s:3][cH:4][c:5]([C:7]([C:8](=[O:9])[O:10][CH2:11][CH3:12])=[N:13][O:14][CH3:15])[s:6]1.[OH2:24]>>[O:1]=[c:2]1[s:3][cH:4][c:5]([C:7]([C:8](=[O:9])[OH:10])=[N:13][O:14][CH3:15])[s:6]1.